From a dataset of the Open Reaction Database (ORD), a public repository of structured organic reaction records. describe an organic reaction: reactants, conditions, products, and yield The reactants are [NH-]Br, CC(O)(CBr)C(=O)Nc1ccc(C#N)c(C(F)(F)F)c1, CC(C)=O, CC(C)O, CCCCCC, ClCCl, N#Cc1ccc(O)cc1F, [K+], [K+], O=C([O-])[O-], O. The product is CC(O)(COc1ccc(C#N)c(F)c1)C(=O)Nc1ccc(C#N)c(C(F)(F)F)c1. Reaction SMILES: [Br:1][NH-:2].[Br:3][CH2:4][C:5]([C:6](=[O:7])[NH:8][c:9]1[cH:10][c:11]([C:17]([F:18])([F:19])[F:20])[c:12]([C:15]#[N:16])[cH:13][cH:14]1)([CH3:21])[OH:22].[CH3:39][C:40](=[O:41])[CH3:42].[CH3:43][CH:44]([OH:45])[CH3:46].[CH3:50][CH2:51][CH2:52][CH2:53][CH2:54][CH3:55].[Cl:47][CH2:48][Cl:49].[F:29][c:30]1[c:31]([C:32]#[N:33])[cH:34][cH:35][c:36]([OH:38])[cH:37]1.[K+:23].[K+:24].[O-:25][C:26]([O-:27])=[O:28].[OH2:56]>>[CH2:4]([C:5]([C:6](=[O:7])[NH:8][c:9]1[cH:10][c:11]([C:17]([F:18])([F:19])[F:20])[c:12]([C:15]#[N:16])[cH:13][cH:14]1)([CH3:21])[OH:22])[O:38][c:36]1[cH:35][cH:34][c:31]([C:32]#[N:33])[c:30]([F:29])[cH:37]1. The reactants are C(C)OC(=O)C=1N=C(OC1)C=1OC2=C(C1C)C(=CC=C2)OCC=C (2-(4-Allyloxy-3-methyl-benzofuran-2-yl)-oxazole-4-carboxylic acid ethyl ester), C1CN2CCN1CC2 (triethylenediamine), Cl (hydrochloric acid). Reagents/catalysts: C1=CC=C(C=C1)P(C2=CC=CC=C2)C3=CC=CC=C3.C1=CC=C(C=C1)P(C2=CC=CC=C2)C3=CC=CC=C3.C1=CC=C(C=C1)P(C2=CC=CC=C2)C3=CC=CC=C3.[Cl-].[Rh] (chlorotris(triphenylphosphine)rhodium). Run in C(C)O (ethanol). Yields the product C(C)OC(=O)C=1N=C(OC1)C=1OC2=C(C1C)C(=CC=C2)O (2-(4-hydroxy-3-methyl-benzofuran-2-yl)-oxazole-4-carboxylic acid ethyl ester). Isolated yield 81.5%. Reaction SMILES: [CH2:1]([O:3][C:4]([C:6]1[N:7]=[C:8]([C:11]2[O:12][C:13]3[CH:20]=[CH:19][CH:18]=[C:17]([O:21]CC=C)[C:14]=3[C:15]=2[CH3:16])[O:9][CH:10]=1)=[O:5])[CH3:2].C1N2CCN(CC2)C1.Cl>C(O)C.C1C=CC(P(C2C=CC=CC=2)C2C=CC=CC=2)=CC=1.C1C=CC(P(C2C=CC=CC=2)C2C=CC=CC=2)=CC=1.C1C=CC(P(C2C=CC=CC=2)C2C=CC=CC=2)=CC=1.[Cl-].[Rh]>[CH2:1]([O:3][C:4]([C:6]1[N:7]=[C:8]([C:11]2[O:12][C:13]3[CH:20]=[CH:19][CH:18]=[C:17]([OH:21])[C:14]=3[C:15]=2[CH3:16])[O:9][CH:10]=1)=[O:5])[CH3:2] |f:4.5.6.7.8|. Reported procedure: 2-(4-Allyloxy-3-methyl-benzofuran-2-yl)-oxazole-4-carboxylic acid ethyl ester (671 mg) in 80% aqueous ethanol (60 ml) was stirred in the presence of chlorotris(triphenylphosphine)rhodium (63 mg) and triethylenediamine (32 mg) at 90° C. for 6 hours. The reaction mixture was poured into 1N aqueous hydrochloric acid and extracted with ethyl acetate. The combined organic extracts were washed with brine and dried over magnesium sulfate. Evaporation of the solvent under reduced pressure gave 2-(4-hydr... Reactants: CC1(c2cnc(COS(C)(=O)=O)s2)OCCO1, CCN(C(C)C)C(C)C, O=[N+]([O-])c1cn[nH]n1, N#N, CN(C)C=O, O. The product is CC1(c2cnc(Cn3ncc([N+](=O)[O-])n3)s2)OCCO1. As a reaction SMILES: [CH3:3][C:4]1([c:9]2[cH:10][n:11][c:12]([CH2:14][O:15][S:16]([CH3:17])(=[O:18])=[O:19])[s:13]2)[O:5][CH2:6][CH2:7][O:8]1.[CH:28]([N:29]([CH2:30][CH3:31])[CH:32]([CH3:33])[CH3:34])([CH3:35])[CH3:36].[N+:20](=[O:21])([O-:22])[c:23]1[n:24][nH:25][n:26][cH:27]1.[N:1]#[N:2].[O:37]=[CH:38][N:39]([CH3:40])[CH3:41].[OH2:42]>>[CH3:3][C:4]1([c:9]2[cH:10][n:11][c:12]([CH2:14][n:25]3[n:24][c:23]([N+:20](=[O:21])[O-:22])[cH:27][n:26]3)[s:13]2)[O:5][CH2:6][CH2:7][O:8]1. As a reaction SMILES: [C:1]([NH:11][C@H:12]([C:16]([OH:18])=[O:17])[CH:13]([CH3:15])[CH3:14])([O:3][CH2:4][C:5]1[CH:10]=[CH:9][CH:8]=[CH:7][CH:6]=1)=[O:2].[OH:19][CH2:20][CH:21]([CH2:23]O)[OH:22].C1(N=C=NC2CCCCC2)CCCCC1.CCOC(C)=O.CCCCCC>CN(C)C1C=CN=CC=1.C(Cl)Cl.CO>[C:1]([NH:11][C@H:12]([C:16]([O:18][CH2:23][CH:21]([CH2:20][OH:19])[OH:22])=[O:17])[CH:13]([CH3:14])[CH3:15])([O:3][CH2:4][C:5]1[CH:10]=[CH:9][CH:8]=[CH:7][CH:6]=1)=[O:2] |f:3.4,6.7|. The reagents and catalysts are CN(C1=CC=NC=C1)C (4-dimethylaminopyridine). Run in C(Cl)Cl.CO (CH2Cl2 methanol). Yields the product C(=O)(OCC1=CC=CC=C1)N[C@@H](C(C)C)C(=O)OCC(O)CO (1-O-(N-CBz-L-valyl)glycerol). Reaction conditions: time 8 hour. Procedure details: CBz-L-valine (4.35 g, 17.3 mmol) was added to a fivefold excess of glycerol (8 ml, 86.9 mmol) together with dicyclohexylcarbodiimide (4.29 g 20.8 mmol) and 4-dimethylaminopyridine (0.212 g) at room temperature. After stirring overnight the suspension was filtered and DMF removed in vacuo from the filtrate. The residue was redissolved in CH2Cl2, washed successively with saturated NaHCO3, brine, and water and then dried. The crude material was chromatographed on silica gel with 4/1 EtOAc-hexane as... Starting materials: CCOC(=O)C.CCCCCC (EtOAc hexane), C(=O)(OCC1=CC=CC=C1)N[C@@H](C(C)C)C(=O)O (CBz-L-valine), OCC(O)CO (glycerol), C1(CCCCC1)N=C=NC1CCCCC1 (dicyclohexylcarbodiimide). Starting materials: C(N)(=O)C=1C=C(C=CC1)NC(C(=O)O)C1=CC(=C(C=C1)OC)OC (2-(3-Carbamoylphenylamino)-2-(3,4-dimethoxyphenyl)acetic acid), O.C(C=O)(=O)O (glyoxylic acid monohydrate), NC=1C=C(C(=O)N)C=CC1F (3-Amino-4-fluorobenzamide), COC=1C=C(C=CC1OC)B(O)O (3,4-dimethoxyphenylboronic acid). Yields the product C(N)(=O)C=1C=CC(=C(C1)NC(C(=O)O)C1=CC(=C(C=C1)OC)OC)F (2-(5-Carbamoyl-2-fluorophenylamino)-2-(3,4-dimethoxyphenyl)acetic acid). The yield is 55.0%. As a reaction SMILES: [C:1]([C:4]1[CH:5]=[C:6]([NH:10][CH:11]([C:15]2[CH:20]=[CH:19][C:18]([O:21][CH3:22])=[C:17]([O:23][CH3:24])[CH:16]=2)[C:12]([OH:14])=[O:13])[CH:7]=[CH:8][CH:9]=1)(=[O:3])[NH2:2].NC1C=C(C=CC=1[F:35])C(N)=O.COC1C=C(B(O)O)C=CC=1OC.O.C(O)(=O)C=O>>[C:1]([C:4]1[CH:9]=[CH:8][C:7]([F:35])=[C:6]([NH:10][CH:11]([C:15]2[CH:20]=[CH:19][C:18]([O:21][CH3:22])=[C:17]([O:23][CH3:24])[CH:16]=2)[C:12]([OH:14])=[O:13])[CH:5]=1)(=[O:3])[NH2:2] |f:3.4|. Reported procedure: 19C was prepared in a procedure similar to that of 1A using 19B, 3,4-dimethoxyphenylboronic acid and glyoxylic acid monohydrate. Yield: 55%. 1H NMR (400 MHz, Methanol-d4) δ ppm 3.78 (s, 3H) 3.81 (s, 3H) 5.15 (s, 1H) 6.90 (d, J=7.91 Hz, 1H) 7.01-7.08 (m, 2H) 7.12 (d, J=1.76 Hz, 1H) 7.13-7.17 (m, 2H), LCMS: 349 (M+1). The reactants are C(C)N(C1=C(C=CC(=C1)OC)[C@H]1CC=2C=CC(=CC2CC1)OC(C(C)(C)C)=O)C(C1=CC(=C(C=C1)O)F)=O (pivalic acid (R)-6-{2-[ethyl(3-fluoro-4-hydroxybenzoyl)amino]-4-methoxyphenyl}-5,6,7,8-tetrahydronaphthalen-2-yl ester), ClCC(=O)N(C1CCOCC1)C (2-chloro-N-methyl-N-(tetrahydropyran-4-yl)acetamide). Yields the product C(C)N(C1=C(C=CC(=C1)OC)[C@H]1CC=2C=CC(=CC2CC1)O)CC1=CC(=C(C=C1)OCCN(C1CCOCC1)C)F ((R)-6-{2-{Ethyl{3-fluoro-4-{2-[methyl(tetrahydropyran-4-yl)amino]ethoxy}benzyl}amino}-4-methoxyphenyl}-5,6,7,8-tetrahydronaphthalen-2-ol). Yield: 23.4%. As a reaction SMILES: [CH2:1]([N:3]([C:29](=O)[C:30]1[CH:35]=[CH:34][C:33]([OH:36])=[C:32]([F:37])[CH:31]=1)[C:4]1[CH:9]=[C:8]([O:10][CH3:11])[CH:7]=[CH:6][C:5]=1[C@@H:12]1[CH2:21][CH2:20][C:19]2[CH:18]=[C:17]([O:22]C(=O)C(C)(C)C)[CH:16]=[CH:15][C:14]=2[CH2:13]1)[CH3:2].Cl[CH2:40][C:41]([N:43]([CH3:50])[CH:44]1[CH2:49][CH2:48][O:47][CH2:46][CH2:45]1)=O>>[CH2:1]([N:3]([CH2:29][C:30]1[CH:35]=[CH:34][C:33]([O:36][CH2:40][CH2:41][N:43]([CH3:50])[CH:44]2[CH2:49][CH2:48][O:47][CH2:46][CH2:45]2)=[C:32]([F:37])[CH:31]=1)[C:4]1[CH:9]=[C:8]([O:10][CH3:11])[CH:7]=[CH:6][C:5]=1[C@@H:12]1[CH2:21][CH2:20][C:19]2[CH:18]=[C:17]([OH:22])[CH:16]=[CH:15][C:14]=2[CH2:13]1)[CH3:2]. Reported procedure: Synthesized from pivalic acid (R)-6-{2-[ethyl(3-fluoro-4-hydroxybenzoyl)amino]-4-methoxyphenyl}-5,6,7,8-tetrahydronaphthalen-2-yl ester (15 mg) and 2-chloro-N-methyl-N-(tetrahydropyran-4-yl)acetamide (11 mg) according to an analogous synthetic method to Example 404 and purified by LC-MS, the title compound (3.8 mg) was obtained. Starting materials: C(C)(C)(C)OC(=O)C1=CC(=NO1)C1=NOC(C1)(C(F)(F)F)C1=CC(=CC(=C1)Cl)Cl (5′-(3,5-Dichloro-phenyl)-5′-trifluoromethyl-4′,5′-dihydro-[3,3′]biisoxazolyl-5-carboxylic acid tert-butyl ester), FC(C(=O)O)(F)F (trifluoroacetic acid). Product: ClC=1C=C(C=C(C1)Cl)C1(CC(=NO1)C1=NOC(=C1)C(=O)O)C(F)(F)F (5′-(3,5-Dichloro-phenyl)-5′-trifluoromethyl-4′,5′-dihydro-[3,3′]biisoxazolyl-5-carboxylic acid). Yield: 96.2%. RXN SMILES: C([O:5][C:6]([C:8]1[O:12][N:11]=[C:10]([C:13]2[CH2:17][C:16]([C:22]3[CH:27]=[C:26]([Cl:28])[CH:25]=[C:24]([Cl:29])[CH:23]=3)([C:18]([F:21])([F:20])[F:19])[O:15][N:14]=2)[CH:9]=1)=[O:7])(C)(C)C.FC(F)(F)C(O)=O>>[Cl:28][C:26]1[CH:27]=[C:22]([C:16]2([C:18]([F:20])([F:19])[F:21])[O:15][N:14]=[C:13]([C:10]3[CH:9]=[C:8]([C:6]([OH:7])=[O:5])[O:12][N:11]=3)[CH2:17]2)[CH:23]=[C:24]([Cl:29])[CH:25]=1. Procedure details: Similarly to example 14.2, the 5′-(3,5-Dichloro-phenyl)-5′-trifluoromethyl-4′,5′-dihydro-[3,3′]biisoxazolyl-5-carboxylic acid tert-butyl ester (393 mg) was deprotected with trifluoroacetic acid to give the 5′-(3,5-Dichloro-phenyl)-5′-trifluoromethyl-4′,5′-dihydro-[3,3′]biisoxazolyl-5-carboxylic acid (331 mg) as a white solid. 1H-NMR (CDCl3, 400 MHz): 7.65 (bs, 1H) 7.46 (m, 2H), 7.44-7.42 (m, 2H), 4.17 (d, 1H), 3.81 (d, 1H).